From a dataset of the Open Reaction Database (ORD), a public repository of structured organic reaction records. describe an organic reaction: reactants, conditions, products, and yield Solvent: ClCCl (Dichloromethane). The reactants are C(CCl)Cl (EDC), C(C)(C)(C)OC(C(CC(=O)O)(C)C)=O (4-tert-butoxy-3,3-dimethyl-4-oxobutanoic acid), ClC1=CC=C(C=C1)C1(CC1)NC(\C=C\[C@]12C([C@H]3CC[C@@H]4[C@]5(CC[C@@H](C([C@@H]5CC[C@]4([C@@]3(CC1)C)C)(C)C)O)C)=C(C(C2)=O)C(C)C)=O ((E)-N-(1-(4-chlorophenyl)cyclopropyl)-3-((3aS,5aR,5bR,7aR,9S,11aR,11bR,13aS)-9-hydroxy-1-isopropyl-5a,5b,8,8,11a-pentamethyl-2-oxo-3,3a,4,5,5a,5b,6,7,7a,8,9,10,11,11a,11b,12,13,13a-octadecahydro-2H-cyclopenta[a]chrysen-3a-yl)acrylamide). Isolated yield 51.1%. Reported procedure: To a solution of DMAP (647 mg, 5.30 mmol), EDC (1016 mg, 5.30 mmol) and 4-tert-butoxy-3,3-dimethyl-4-oxobutanoic acid (663 mg, 3.18 mmol) (11) in Dichloromethane (10 mL) stirred at 20° C. for 30 min was added (E)-N-(1-(4-chlorophenyl)cyclopropyl)-3-((3aS,5aR,5bR,7aR,9S,11aR,11bR,13aS)-9-hydroxy-1-isopropyl-5a,5b,8,8,11a-pentamethyl-2-oxo-3,3a,4,5,5a,5b,6,7,7a,8,9,10,11,11a,11b,12,13,13a-octadecahydro-2H-cyclopenta[a]chrysen-3a-yl)acrylamide (685 mg, 1.060 mmol). The reaction mixture was stirred ... The reagents and catalysts are CN(C)C=1C=CN=CC1 (DMAP). Run at temperature 20 celsius, time 2 hour. Reaction SMILES: C(Cl)CCl.[C:5]([O:9][C:10](=[O:18])[C:11]([CH3:17])([CH3:16])[CH2:12][C:13]([OH:15])=[O:14])([CH3:8])([CH3:7])[CH3:6].[Cl:19][C:20]1[CH:25]=[CH:24][C:23]([C:26]2([NH:29][C:30](=[O:64])/[CH:31]=[CH:32]/[C@:33]34[CH2:59][C:58](=[O:60])[C:57]([CH:61]([CH3:63])[CH3:62])=[C:34]3[C@@H:35]3[C@@:48]([CH3:51])([CH2:49][CH2:50]4)[C@@:47]4([CH3:52])[C@@H:38]([C@:39]5([CH3:56])[C@@H:44]([CH2:45][CH2:46]4)[C:43]([CH3:54])([CH3:53])[C@@H:42](O)[CH2:41][CH2:40]5)[CH2:37][CH2:36]3)[CH2:28][CH2:27]2)=[CH:22][CH:21]=1>CN(C1C=CN=CC=1)C.ClCCl>[CH3:16][C:11]([CH3:17])([CH2:12][C:13]([O:15][C@H:42]1[CH2:41][CH2:40][C@@:39]2([CH3:56])[C@@H:44]([CH2:45][CH2:46][C@:47]3([CH3:52])[C@@H:38]2[CH2:37][CH2:36][C@H:35]2[C@@:48]3([CH3:51])[CH2:49][CH2:50][C@@:33]3(/[CH:32]=[CH:31]/[C:30]([NH:29][C:26]4([C:23]5[CH:22]=[CH:21][C:20]([Cl:19])=[CH:25][CH:24]=5)[CH2:27][CH2:28]4)=[O:64])[CH2:59][C:58](=[O:60])[C:57]([CH:61]([CH3:63])[CH3:62])=[C:34]32)[C:43]1([CH3:53])[CH3:54])=[O:14])[C:10]([O:9][C:5]([CH3:8])([CH3:6])[CH3:7])=[O:18]. Product: CC(C(=O)OC(C)(C)C)(CC(=O)O[C@@H]1C([C@@H]2CC[C@]3([C@@]4(CC[C@@]5(C([C@H]4CC[C@@H]3[C@]2(CC1)C)=C(C(C5)=O)C(C)C)\C=C\C(=O)NC5(CC5)C5=CC=C(C=C5)Cl)C)C)(C)C)C (1-tert-butyl 4-((3aS,5aR,5bR,7aR,9S,11aR,11bR,13aS)-3a-((E)-3-((1-(4-chlorophenyl)cyclopropyl)amino)-3-oxoprop-1-en-1-yl)-1-isopropyl-5a,5b,8,8,11a-pentamethyl-2-oxo-3,3a,4,5,5a,5b,6,7,7a,8,9,10,11,11a,11b,12,13,13a-octadecahydro-2H-cyclopenta[a]chrysen-9-yl) 2,2-dimethylsuccinate).